Dataset: the Open Reaction Database (ORD), a public repository of structured organic reaction records. Task: describe an organic reaction: reactants, conditions, products, and yield Starting materials: CS(=O)(=O)OC=1C=C(C=C2C=C(NC12)C(=O)OCC)OC1=CC=C(C=C1)S(=O)(=O)C (ethyl 7-[(methylsulfonyl)oxy]-5-[4-(methylsulfonyl)phenoxy]-1H-indole-2-carboxylate), O1CCCC1 (tetrahydrofuran), CO (methanol), [OH-].[K+] (potassium hydroxide). Run in O (water). Conditions: time 15 hour. Yields the product OC=1C=C(C=C2C=C(NC12)C(=O)O)OC1=CC=C(C=C1)S(=O)(=O)C (7-Hydroxy-5-[4-(methylsulfonyl)phenoxy]-1H-indole-2-carboxylic acid). Isolated yield 98.5%. Reaction SMILES: CS([O:5][C:6]1[CH:7]=[C:8]([O:20][C:21]2[CH:26]=[CH:25][C:24]([S:27]([CH3:30])(=[O:29])=[O:28])=[CH:23][CH:22]=2)[CH:9]=[C:10]2[C:14]=1[NH:13][C:12]([C:15]([O:17]CC)=[O:16])=[CH:11]2)(=O)=O.O1CCCC1.CO.[OH-].[K+]>O>[OH:5][C:6]1[CH:7]=[C:8]([O:20][C:21]2[CH:22]=[CH:23][C:24]([S:27]([CH3:30])(=[O:29])=[O:28])=[CH:25][CH:26]=2)[CH:9]=[C:10]2[C:14]=1[NH:13][C:12]([C:15]([OH:17])=[O:16])=[CH:11]2 |f:3.4|. Procedure: To a mixture of ethyl 7-[(methylsulfonyl)oxy]-5-[4-(methylsulfonyl)phenoxy]-1H-indole-2-carboxylate (2.81 g), tetrahydrofuran (30 mL) and methanol (20 mL) was added a solution of potassium hydroxide (85%, 1.8 g) in water (20 mL). The mixture was stirred at room temperature for 15 h and then partitioned between ethyl acetate and aqueous citric acid solution. The organic layer was washed with brine, dried (MgSO4), filtered, and concentrated to give a light brown solid, which was washed with ethyl ... The reactants are F[B-](F)(F)F, CCN(C(C)C)C(C)C, CCCCc1oncc1C(=O)O, c1cncc(C2CCNC2)c1, CN(C)C=O, CN(C)C(On1nnc2ccccc21)=[N+](C)C. The product is CCCCc1oncc1C(=O)N1CCC(c2cccnc2)C1. As a reaction SMILES: [B-:12]([F:13])([F:14])([F:15])[F:16].[CH2:34]([N:35]([CH:36]([CH3:37])[CH3:38])[CH:39]([CH3:40])[CH3:41])[CH3:42].[CH2:43]([CH2:44][CH2:45][CH3:46])[c:47]1[c:48]([C:52](=[O:53])[OH:54])[cH:49][n:50][o:51]1.[NH:1]1[CH2:2][CH:3]([c:6]2[cH:7][n:8][cH:9][cH:10][cH:11]2)[CH2:4][CH2:5]1.[O:55]=[CH:56][N:57]([CH3:58])[CH3:59].[n:17]1([O:18][C:19]([N:20]([CH3:21])[CH3:22])=[N+:23]([CH3:24])[CH3:25])[c:26]2[cH:27][cH:28][cH:29][cH:30][c:31]2[n:32][n:33]1>>[N:1]1([C:52]([c:48]2[c:47]([CH2:43][CH2:44][CH2:45][CH3:46])[o:51][n:50][cH:49]2)=[O:53])[CH2:2][CH:3]([c:6]2[cH:7][n:8][cH:9][cH:10][cH:11]2)[CH2:4][CH2:5]1. As a reaction SMILES: [F:1][C:2]([F:14])([F:13])[O:3][C:4]1[CH:5]=[C:6]([CH:10]=[CH:11][CH:12]=1)[C:7](Cl)=[O:8].C[Si]([C:19]([Si](C)(C)C)(C([O-])=O)[C:20]([O-:22])=[O:21])(C)C.[Li+].[Br-].OS(O)(=O)=O.[C:37]([O:40][C:41]([CH3:43])=[CH2:42])(=[O:39])[CH3:38]>CC#N.CCN(CC)CC>[O:8]=[C:7]([C:6]1[CH:10]=[CH:11][CH:12]=[C:4]([O:3][C:2]([F:14])([F:13])[F:1])[CH:5]=1)[CH2:19][C:20]([OH:22])=[O:21].[CH3:42][C:41]1([CH3:43])[O:40][C:37](=[O:39])[CH:38]=[C:7]([C:6]2[CH:10]=[CH:11][CH:12]=[C:4]([O:3][C:2]([F:14])([F:13])[F:1])[CH:5]=2)[O:8]1 |f:2.3|. Run in CC#N (CH3CN), CCN(CC)CC (Et3N). Reactants: crude material, C(C)(=O)OC(=C)C (isopropenyl acetate), OS(=O)(=O)O (H2SO4), FC(OC=1C=C(C(=O)Cl)C=CC1)(F)F (3-trifluoromethoxybenzoyl chloride), C[Si](C)(C)C(C(=O)[O-])(C(=O)[O-])[Si](C)(C)C (bis(trimethylsilyl)malonate), [Li+].[Br-] (LiBr). Yields the product O=C(CC(=O)O)C1=CC(=CC=C1)OC(F)(F)F (3-oxo-3-(3-trifluoromethoxy-phenyl)-propionic acid), CC1(OC(=CC(O1)=O)C1=CC(=CC=C1)OC(F)(F)F)C (2,2-Dimethyl-6-(3-trifluoromethoxy-phenyl)-[1,3]dioxin-4-one), solid. Reported procedure: The 3-oxo-3-(3-trifluoromethoxy-phenyl)-propionic acid was prepared from 3-trifluoromethoxybenzoyl chloride and bis(trimethylsilyl)malonate with Et3N and LiBr in CH3CN at 0° C. according to general procedure H (method c1). The crude material was transformed into the title compound by stirring in isopropenyl acetate and conc. H2SO4 according to general procedure J (method a). Obtained as an orange solid (2.27 g). Reactants: O1CC1CCCCCCCCCC (1,2-epoxydodecane), [Cl-].[Ca+2].[Cl-] (calcium chloride), resultant mixture, O1CC1CCCCCCCCCC (1,2-epoxydodecane), C(O)([O-])=O.[Na+] (sodium hydrogen carbonate), C(CC(C)O)O (1,3-butanediol), S(O)(O)(=O)=O (sulfuric acid), O1CC1CCCCCCCCCC (1,2-epoxydodecane), O1CC1CCCCCCCCCC (1,2-epoxydodecane), resultant mixture. Solvent: O (water). Conditions: temperature 52.5 celsius, time 15 minute. Product: OCCCCCCCCCCCCOCCC(C)O (1,3-butanediol monohydroxydodecyl ether). Isolated yield 98.6%. Reaction SMILES: [Cl-].[Ca+2].[Cl-].[O:4]1[CH:6]([CH2:7][CH2:8][CH2:9][CH2:10][CH2:11][CH2:12][CH2:13][CH2:14][CH2:15][CH3:16])[CH2:5]1.S(=O)(=O)(O)O.[CH2:22]([OH:27])[CH2:23][CH:24]([OH:26])[CH3:25].C(=O)([O-])O.[Na+]>O>[OH:4][CH2:5][CH2:6][CH2:7][CH2:8][CH2:9][CH2:10][CH2:11][CH2:12][CH2:13][CH2:14][CH2:15][CH2:16][O:27][CH2:22][CH2:23][CH:24]([OH:26])[CH3:25] |f:0.1.2,6.7|. Procedure details: Separately, a 100 ml mixing vessel equipped with a calcium chloride-containing tube was charged with 36.9 g (0.20 mole) of 1,2-epoxydodecane. While the charged 1,2-epoxydodecane was stirred and cooled with water, a concentrated sulfuric acid was gradually dropped in an amount of 0.4 g (0.004 mole) into the cooled 1,2-epoxydodecane. After stirring for 15 minutes, the resultant mixture was placed into the dropping apparatus attached to the reaction vessel and was dropped into 1,3-butanediol contai...